Dataset: the Open Reaction Database (ORD), a public repository of structured organic reaction records. Task: describe an organic reaction: reactants, conditions, products, and yield Reactants: C(C1=CC=CC=C1)C=1C(=C(C=CC1)C(=O)C1=C(C(=CC=C1)CC1=CC=CC=C1)O)O (Benzyl-2-hydroxyphenyl ketone), C(=O)N (formamide). Run in O (water). Yields the product O1C=C(C(=O)C2=CC=CC=C12)C1=CC=CC=C1 (isoflavone). The yield is 21.7%. Reaction SMILES: C([C:8]1[C:9]([OH:30])=[C:10]([C:14]([C:16]2[CH:21]=CC=[C:18]([CH2:22][C:23]3[CH:28]=[CH:27]C=CC=3)[C:17]=2O)=[O:15])[CH:11]=[CH:12][CH:13]=1)C1C=CC=CC=1.C(N)=O>O>[O:30]1[C:9]2[C:10](=[CH:11][CH:12]=[CH:13][CH:8]=2)[C:14](=[O:15])[C:16]([C:17]2[CH:18]=[CH:22][CH:23]=[CH:28][CH:27]=2)=[CH:21]1. Procedure details: Benzyl-2-hydroxyphenyl ketone (29.0 g) and formamide (29.0 g). were heated together at 208° for 1 hr. The reaction mixture was cooled and diluted with water. The oily product was extracted into chloroform and the solution washed with water, dried and evaporated. The residue was chromatographed on alumina, eluting with toluene, and the product recrystallised once from petroleum ether (80°-100°) and once from toluene to yield isoflavone (3.55 g), m.pt. 132°-134° Starting materials: C#C[Si](C)(C)C, CC(C)NC(C)C, [Cu]I, Ic1ccc(OC2CCCCO2)cc1, Cl[Pd]Cl, c1ccc(P(c2ccccc2)c2ccccc2)cc1, c1ccc(P(c2ccccc2)c2ccccc2)cc1. Yields the product C[Si](C)(C)C#Cc1ccc(OC2CCCCO2)cc1. RXN SMILES: [CH3:15][Si:16]([CH3:17])([CH3:18])[C:19]#[CH:20].[CH:21]([NH:22][CH:23]([CH3:24])[CH3:25])([CH3:26])[CH3:27].[Cu:69][I:70].[I:1][c:2]1[cH:3][cH:4][c:5]([O:8][CH:9]2[O:10][CH2:11][CH2:12][CH2:13][CH2:14]2)[cH:6][cH:7]1.[Pd:28]([Cl:29])[Cl:30].[c:31]1([P:32]([c:33]2[cH:34][cH:35][cH:36][cH:37][cH:38]2)[c:39]2[cH:40][cH:41][cH:42][cH:43][cH:44]2)[cH:45][cH:46][cH:47][cH:48][cH:49]1.[c:50]1([P:51]([c:52]2[cH:53][cH:54][cH:55][cH:56][cH:57]2)[c:58]2[cH:59][cH:60][cH:61][cH:62][cH:63]2)[cH:64][cH:65][cH:66][cH:67][cH:68]1>>[c:2]1([C:20]#[C:19][Si:16]([CH3:15])([CH3:17])[CH3:18])[cH:3][cH:4][c:5]([O:8][CH:9]2[O:10][CH2:11][CH2:12][CH2:13][CH2:14]2)[cH:6][cH:7]1. Starting materials: [Cl-].[Al+3].[Cl-].[Cl-] (aluminum chloride), C(C)C1=NC=2C(=NC(=CC2C)C)N1CC1=CC=C(C=C1)NCC1CCC(CC1)=O (4-{[4-(2-Ethyl-5,7-dimethyl-3H-imidazo[4,5-b]pyridin-3-ylmethyl)phenylamino]methyl}cyclohexanone), [H-].[Al+3].[Li+].[H-].[H-].[H-] (Lithium aluminum hydride), [OH-].[Na+] (sodium hydroxide). Solvent: C1CCOC1 (THF), C1CCOC1 (THF), C1CCOC1 (THF). Run at time 5 minute. Yields the product C(C)C1=NC=2C(=NC(=CC2C)C)N1CC1=CC=C(C=C1)NC[C@@H]1CC[C@H](CC1)O (trans-4-{[4-(2-Ethyl-5,7-dimethyl-3H-imidazo[4,5-b]pyridin-3-ylmethyl)phenylamino]methyl}cyclohexanol). Reaction SMILES: [H-].[Al+3].[Li+].[H-].[H-].[H-].[Cl-].[Al+3].[Cl-].[Cl-].[CH2:11]([C:13]1[N:23]([CH2:24][C:25]2[CH:30]=[CH:29][C:28]([NH:31][CH2:32][CH:33]3[CH2:38][CH2:37][C:36](=[O:39])[CH2:35][CH2:34]3)=[CH:27][CH:26]=2)[C:16]2=[N:17][C:18]([CH3:22])=[CH:19][C:20]([CH3:21])=[C:15]2[N:14]=1)[CH3:12].[OH-].[Na+]>C1COCC1>[CH2:11]([C:13]1[N:23]([CH2:24][C:25]2[CH:26]=[CH:27][C:28]([NH:31][CH2:32][C@H:33]3[CH2:34][CH2:35][C@H:36]([OH:39])[CH2:37][CH2:38]3)=[CH:29][CH:30]=2)[C:16]2=[N:17][C:18]([CH3:22])=[CH:19][C:20]([CH3:21])=[C:15]2[N:14]=1)[CH3:12] |f:0.1.2.3.4.5,6.7.8.9,11.12|. The yield is 63.1%. Reported procedure: Lithium aluminum hydride (23.3 mg, 0.616 mmol) was suspended in THF (0.6 mL), and a solution of aluminum chloride (41.1 mg, 0.308 mmol) in THF (0.6 mL) was added to the suspension at 0° C., followed by stirring for 5 minutes. Then the mixture was added with a solution of Compound 148 (60.0 mg, 0.154 mmol) in THF (1.4 mL) followed by stirring at 0° C. for 0.5 hours. The reaction mixture was added with 2 mol/L aqueous sodium hydroxide solution and extracted with ethyl acetate twice. The organic la... The reactants are ClC1=C(C(=CC=C1)Cl)C1CC(CC(C1)=O)=O (5-(2,6-dichlorophenyl)cyclohexane-1,3-dione), C(C)(=O)[O-].[NH4+] (ammonium acetate). Run in C(C)O (ethanol). Product: NC1=CC(CC(C1)C1=C(C=CC=C1Cl)Cl)=O (1-amino-5-(2,6-dichlorophenyl)cyclohexen-3-one). The yield is 79.7%. Reaction SMILES: [Cl:1][C:2]1[CH:7]=[CH:6][CH:5]=[C:4]([Cl:8])[C:3]=1[CH:9]1[CH2:14][C:13](=O)[CH2:12][C:11](=[O:16])[CH2:10]1.C([O-])(=O)C.[NH4+:21]>C(O)C>[NH2:21][C:13]1[CH2:14][CH:9]([C:3]2[C:2]([Cl:1])=[CH:7][CH:6]=[CH:5][C:4]=2[Cl:8])[CH2:10][C:11](=[O:16])[CH:12]=1 |f:1.2|. Procedure details: A mixture of 5-(2,6-dichlorophenyl)cyclohexane-1,3-dione (1.8 g) and ammonium acetate (1.7 g) in ethanol (20 ml) was refluxed for 60 hours, and the reaction solution was concentrated under reduced pressure. To the residue were added ethyl acetate (80 ml) and water (20 ml), and the mixture was shaken and separated. The ethyl acetate layer was washed with water (10 ml, thrice) and concentrated under reduced pressure. To the residue was added ethyl acetate (8 ml) to precipitate crystals, which were...